From a dataset of the Open Reaction Database (ORD), a public repository of structured organic reaction records. describe an organic reaction: reactants, conditions, products, and yield Reactants: ClC1=C(C2=CC=CC=C2C(=C1)Cl)OC1=C(N)C=CC=C1 (2-(2,4-dichloronaphth-1-oxy)aniline), NC=1SC=CN1 (2-aminothiazole), ClC1=C(C2=CC=CC=C2C(=C1)Cl)OC1=C(N)C=CC=C1 (2-(2,4-dichloronaphth-1-oxy)aniline), ClC1=C(C2=CC=CC=C2C(=C1)Cl)O (2,4-dichloronaphth-1-ol), FC1=C(C=CC=C1)[N+](=O)[O-] (1-fluoro-2-nitrobenzene). Product: ClC1=C(C2=CC=CC=C2C(=C1)Cl)OC1=C(C=CC=C1)[N+](=O)[O-] (2-(2,4-Dichloronaphth-1-oxy)-1-nitrobenzene), ClC1=C(C2=CC=CC=C2C(=C1)Cl)OC1=C(C=CC=C1)NC(=O)NC=1SC=CN1 (N-[2-(2,4-Dichloronaphth-1-oxy)phenyl]-N′-thiazolylurea). The yield is 40.0%. As a reaction SMILES: [Cl:1][C:2]1[CH:11]=[C:10]([Cl:12])[C:9]2[C:4](=[CH:5][CH:6]=[CH:7][CH:8]=2)[C:3]=1[OH:13].F[C:15]1[CH:20]=[CH:19][CH:18]=[CH:17][C:16]=1[N+:21]([O-:23])=[O:22].[Cl:24][C:25]1[CH:34]=[C:33]([Cl:35])[C:32]2[C:27](=[CH:28][CH:29]=[CH:30][CH:31]=2)[C:26]=1[O:36][C:37]1[CH:43]=[CH:42][CH:41]=[CH:40][C:38]=1[NH2:39].[NH2:44][C:45]1[S:46][CH:47]=[CH:48][N:49]=1>>[Cl:1][C:2]1[CH:11]=[C:10]([Cl:12])[C:9]2[C:4](=[CH:5][CH:6]=[CH:7][CH:8]=2)[C:3]=1[O:13][C:15]1[CH:20]=[CH:19][CH:18]=[CH:17][C:16]=1[N+:21]([O-:23])=[O:22].[Cl:24][C:25]1[CH:34]=[C:33]([Cl:35])[C:32]2[C:27](=[CH:28][CH:29]=[CH:30][CH:31]=2)[C:26]=1[O:36][C:37]1[CH:43]=[CH:42][CH:41]=[CH:40][C:38]=1[NH:39][C:3]([NH:44][C:45]1[S:46][CH:47]=[CH:48][N:49]=1)=[O:13]. Procedure: 2-(2,4-Dichloronaphth-1-oxy)-1-nitrobenzene (1.17 g, 60%) was prepared from 2,4-dichloronaphth-1-ol (1.06 g, 5.0 mmol) and 1-fluoro-2-nitrobenzene (0.71 g, 5.0 mmol) following the general procedure A. This was reduced to 2-(2,4-dichloronaphth-1-oxy)aniline (0.45 g, 60%, 2.5 mmol scale) following general procedure B. N-[2-(2,4-Dichloronaphth-1-oxy)phenyl]-N′-thiazolylurea (172 g, 40%) was prepared from 2-(2,4-dichloronaphth-1-oxy)aniline (303 mg, 1.0 mmol) and 2-aminothiazole (100 mg, 1.0 mmol) f... Starting materials: COC=1C(=CC2=C(CCN(CC2)C)C1)S(=O)(=O)C1=CC=C(C=C1)CO ([4-(8-methoxy-3-methyl-2,3,4,5-tetrahydro-1-H-3-benzazepine-7-sulfonyl)-phenyl]-methanol), ClC1=CC=C(C=C1)O (4-chlorophenol), C1(=CC=CC=C1)P(C1=CC=CC=C1)C1=CC=CC=C1 (triphenyl phosphine), N(=NC(=O)OC(C)C)C(=O)OC(C)C (diisopropyl azodicarboxylate). The solvent is O1CCCC1 (tetrahydrofuran). Run at time 18 hour. Yields the product Cl.ClC1=CC=C(OCC2=CC=C(C=C2)S(=O)(=O)C2=CC3=C(CCN(CC3)C)C=C2OC)C=C1 (7-[4(4-Chloro-phenoxymethyl)-benzenesulfonyl]-8-methoxy-3-methyl-2,3,4,5-tetrahydro-1H-3-benzazepine hydrochloride). As a reaction SMILES: [CH3:1][O:2][C:3]1[C:4]([S:15]([C:18]2[CH:23]=[CH:22][C:21]([CH2:24][OH:25])=[CH:20][CH:19]=2)(=[O:17])=[O:16])=[CH:5][C:6]2[CH2:12][CH2:11][N:10]([CH3:13])[CH2:9][CH2:8][C:7]=2[CH:14]=1.[Cl:26][C:27]1[CH:32]=[CH:31][C:30](O)=[CH:29][CH:28]=1.C1(P(C2C=CC=CC=2)C2C=CC=CC=2)C=CC=CC=1.N(C(OC(C)C)=O)=NC(OC(C)C)=O>O1CCCC1>[ClH:26].[Cl:26][C:27]1[CH:32]=[CH:31][C:30]([O:25][CH2:24][C:21]2[CH:20]=[CH:19][C:18]([S:15]([C:4]3[C:3]([O:2][CH3:1])=[CH:14][C:7]4[CH2:8][CH2:9][N:10]([CH3:13])[CH2:11][CH2:12][C:6]=4[CH:5]=3)(=[O:17])=[O:16])=[CH:23][CH:22]=2)=[CH:29][CH:28]=1 |f:5.6|. Reported procedure: A solution of [4-(8-methoxy-3-methyl-2,3,4,5-tetrahydro-1-H-3-benzazepine-7-sulfonyl)-phenyl]-methanol D12 (0.12 g), 4-chlorophenol (0.042 g), triphenyl phosphine (0.087 g in tetrahydrofuran (5 mL) was treated with diisopropyl azodicarboxylate (0.066 g). The solution was stirred for 18 hour then the solvent was evaporated and the residue was purified by column chromatography on silica using 0-10% methanol (containing 0.5% aqueous ammonia)-dichloromethane to give the title compound E107, which wa...